Dataset: the Open Reaction Database (ORD), a public repository of structured organic reaction records. Task: describe an organic reaction: reactants, conditions, products, and yield The yield is 65.0%. Procedure details: Tert-butyl 4-(2-morpholinoethoxy)piperidine-1-carboxylate (78) (7.0 g, 22.26 mmol) was added to 6.0 HCl in propan-2-ol (30 mL, 180.00 mmol) and the reaction was stirred at 25° C. for 2 hours. The reaction mixture was evaporated to dryness and redissolved in methanol (75 mL) and water (7 mL), this was basified by stirring with solid sodium hydroxide for 1 hour. The reaction was filtered and evaporated to afford a gummy solid. This was stirred with ethyl acetate (75 mL) for 20 minutes, filtered an... RXN SMILES: [O:1]1[CH2:6][CH2:5][N:4]([CH2:7][CH2:8][O:9][CH:10]2[CH2:15][CH2:14][N:13](C(OC(C)(C)C)=O)[CH2:12][CH2:11]2)[CH2:3][CH2:2]1.Cl.CC(O)C>C(OCC)(=O)C>[NH:13]1[CH2:12][CH2:11][CH:10]([O:9][CH2:8][CH2:7][N:4]2[CH2:5][CH2:6][O:1][CH2:2][CH2:3]2)[CH2:15][CH2:14]1. Conditions: temperature 25 celsius, time 2 hour. The product is N1CCC(CC1)OCCN1CCOCC1 (4-(2-(piperidin-4-yloxy)ethyl)morpholine). Reactants: O1CCN(CC1)CCOC1CCN(CC1)C(=O)OC(C)(C)C (Tert-butyl 4-(2-morpholinoethoxy)piperidine-1-carboxylate), Cl (HCl), CC(C)O (propan-2-ol). The solvent is C(C)(=O)OCC (ethyl acetate). Starting materials: C[Si](C)(C)CCOCn1ccc2c(Br)ccnc21, O=C([O-])[O-], Cc1ccccc1, CCO, CCOC(C)=O, [K+], [K+], O, c1ccc(P(c2ccccc2)(c2ccccc2)[Pd](P(c2ccccc2)(c2ccccc2)c2ccccc2)(P(c2ccccc2)(c2ccccc2)c2ccccc2)P(c2ccccc2)(c2ccccc2)c2ccccc2)cc1, OB(O)c1cc2ccccc2s1. The product is C[Si](C)(C)CCOCn1ccc2c(-c3cc4ccccc4s3)ccnc21. As a reaction SMILES: [Br:13][c:14]1[c:15]2[c:16]([n:17][cH:18][cH:19]1)[n:20]([CH2:23][O:24][CH2:25][CH2:26][Si:27]([CH3:28])([CH3:29])[CH3:30])[cH:21][cH:22]2.[C:41](=[O:42])([O-:43])[O-:44].[CH3:31][c:32]1[cH:33][cH:34][cH:35][cH:36][cH:37]1.[CH3:38][CH2:39][OH:40].[CH3:48][CH2:49][O:50][C:51](=[O:52])[CH3:53].[K+:45].[K+:46].[OH2:47].[cH:54]1[cH:55][cH:56][c:57]([P:58]([Pd:59]([P:60]([c:61]2[cH:62][cH:63][cH:64][cH:65][cH:66]2)([c:67]2[cH:68][cH:69][cH:70][cH:71][cH:72]2)[c:73]2[cH:74][cH:75][cH:76][cH:77][cH:78]2)([P:79]([c:80]2[cH:81][cH:82][cH:83][cH:84][cH:85]2)([c:86]2[cH:87][cH:88][cH:89][cH:90][cH:91]2)[c:92]2[cH:93][cH:94][cH:95][cH:96][cH:97]2)[P:98]([c:99]2[cH:100][cH:101][cH:102][cH:103][cH:104]2)([c:105]2[cH:106][cH:107][cH:108][cH:109][cH:110]2)[c:111]2[cH:112][cH:113][cH:114][cH:115][cH:116]2)([c:117]2[cH:118][cH:119][cH:120][cH:121][cH:122]2)[c:123]2[cH:124][cH:125][cH:126][cH:127][cH:128]2)[cH:129][cH:130]1.[s:1]1[c:2]([B:10]([OH:11])[OH:12])[cH:3][c:4]2[c:5]1[cH:6][cH:7][cH:8][cH:9]2>>[s:1]1[c:2](-[c:14]2[c:15]3[c:16]([n:17][cH:18][cH:19]2)[n:20]([CH2:23][O:24][CH2:25][CH2:26][Si:27]([CH3:28])([CH3:29])[CH3:30])[cH:21][cH:22]3)[cH:3][c:4]2[c:5]1[cH:6][cH:7][cH:8][cH:9]2. The reactants are BrC1=CC=CC(=N1)N (6-bromo-pyridin-2-ylamine), 12b, BrC1=CC=CC(=N1)NC(=S)NC(=O)OCC (N-(6-bromo-2-pyridinyl)-N′-carboethoxy-thiourea). Yields the product BrC1=CC=CC(=N1)NC(=S)NC(=O)OCC (N-(6-Bromo-2-pyridinyl)-N′-carboethoxy-thiourea), BrC1=CC=CC=2N1N=C(N2)N (5-Bromo-[1,2,4]triazolo[1,5-a]pyridin-2-ylamine), solid. The yield is 56.0%. As a reaction SMILES: [Br:1][C:2]1[N:7]=[C:6]([NH2:8])[CH:5]=[CH:4][CH:3]=1.[Br:9][C:10]1[N:15]=[C:14]([NH:16][C:17]([NH:19][C:20]([O:22][CH2:23][CH3:24])=[O:21])=[S:18])[CH:13]=[CH:12][CH:11]=1>>[Br:9][C:10]1[N:15]=[C:14]([NH:16][C:17]([NH:19][C:20]([O:22][CH2:23][CH3:24])=[O:21])=[S:18])[CH:13]=[CH:12][CH:11]=1.[Br:1][C:2]1[N:7]2[N:15]=[C:14]([NH2:16])[N:8]=[C:6]2[CH:5]=[CH:4][CH:3]=1. Procedure details: N-(6-Bromo-2-pyridinyl)-N′-carboethoxy-thiourea was prepared from 6-bromo-pyridin-2-ylamine (1.0 g, 5.8 mmol) in a manner analogous to Step 2a. The product of the reaction was isolated as a yellow solid. 1H NMR (400 MHz, CDCl3, δ, ppm): 12.03 (br s, 1H), 8.81 (d, J=8.0 Hz, 1H), 8.06 (br s, 1H), 7.60 (t, J=8.0 Hz, 1H), 7.32 (d, J=7.7 Hz, 1H), 4.31 (q, J=7.1 Hz, 2H), 1.35 (t, J=7.2 Hz, 3H). MS=306 (MH)+. 12b) 5-Bromo-[1,2,4]triazolo[1,5-a]pyridin-2-ylamine was prepared from N-(6-bromo-2-pyridinyl)... The reactants are ClC1=NC=2N(C=C1)N=CC2C2=CC(=CC=C2)Cl (5-chloro-3-(3-chlorophenyl)pyrazolo[1,5-a]pyrimidine), NC1CCC(CC1)=O (4-aminocyclohexanone), CCN(C(C)C)C(C)C (DIEA). The solvent is CC(C)O (2-propanol), C(=O)(O)[O-].[Na+] (NaHCO3). The product is ClC=1C=C(C=CC1)C=1C=NN2C1N=C(C=C2)NC2CCC(CC2)=O (4-((3-(3-chlorophenyl)pyrazolo[1,5-a]pyrimidin-5-yl)amino)cyclohexanone). The yield is 23.2%. RXN SMILES: Cl[C:2]1[CH:7]=[CH:6][N:5]2[N:8]=[CH:9][C:10]([C:11]3[CH:16]=[CH:15][CH:14]=[C:13]([Cl:17])[CH:12]=3)=[C:4]2[N:3]=1.[NH2:18][CH:19]1[CH2:24][CH2:23][C:22](=[O:25])[CH2:21][CH2:20]1.CCN(C(C)C)C(C)C>CC(O)C.C([O-])(O)=O.[Na+]>[Cl:17][C:13]1[CH:12]=[C:11]([C:10]2[CH:9]=[N:8][N:5]3[CH:6]=[CH:7][C:2]([NH:18][CH:19]4[CH2:24][CH2:23][C:22](=[O:25])[CH2:21][CH2:20]4)=[N:3][C:4]=23)[CH:16]=[CH:15][CH:14]=1 |f:4.5|. Procedure: A mixture of 5-chloro-3-(3-chlorophenyl)pyrazolo[1,5-a]pyrimidine (100 mg, 0.379 mmol), 4-aminocyclohexanone (43 mg, 0.379 mmol), and DIEA (0.158 ml, 1.515 mmol) in 2-propanol (3 ml) was irradiated to 150° C. for 14 h in a Biotage microwave. After cooling, the mixture was diluted with saturated aqueous NaHCO3, and extracted three times with EtOAc. The combined extracts were washed with brine, dried over Na2SO4 and concentrated in vacuo. After absorbing on celite, the compound was purified by chr...